describe an organic reaction: reactants, conditions, products, and yield From a dataset of the Open Reaction Database (ORD), a public repository of structured organic reaction records. Starting materials: C(C#C)(=O)O (propiolic acid), SC1=CNC2=CC=CC=C12 (3-mercaptoindole). The solvent is [OH-].[Na+] (NaOH). Reaction conditions: temperature 95 celsius, time 1 hour. Yields the product N1C=C(C2=CC=CC=C12)SC=CC(=O)O (3-(Indol-3-ylthio)acrylic acid). Yield: 80.3%. RXN SMILES: [C:1]([OH:5])(=[O:4])[C:2]#[CH:3].[SH:6][C:7]1[C:15]2[C:10](=[CH:11][CH:12]=[CH:13][CH:14]=2)[NH:9][CH:8]=1>[OH-].[Na+]>[NH:9]1[C:10]2[C:15](=[CH:14][CH:13]=[CH:12][CH:11]=2)[C:7]([S:6][CH:3]=[CH:2][C:1]([OH:5])=[O:4])=[CH:8]1 |f:2.3|. Reported procedure: -- A mixture of 35.0 g (0.5 mole) of propiolic acid, 97 g (0.5 mole) of 3-mercaptoindole and 500 ml of 1N NaOH solution is stirred for 1 hour at 95° C. The solution is cooled and the precipitated solid washed with water and discarded. The filtrate is acidified with 4N HCl and the gummy precipitate extracted with ether. The ether is dried and evaporated and the residue recrystallized from 250 ml of acetonitrile to give 88 g of product, mp 172°-173° C. Starting materials: [H-].[K+] (Potassium hydride), BrCCCCBr (1.4-dibromobutane), O1CCCC1 (tetrahydrofuran), CSCS(C)=O (formaldehyde dimethyl mercaptal S-oxide). Solvent: C(Cl)Cl (Methylene chloride). Conditions: time 40 minute. Product: CSC1(CCCC1)S(C)=O (cyclopentanone dimethyl mercaptal S-oxide). RXN SMILES: [H-].[K+].O1[CH2:7][CH2:6][CH2:5][CH2:4]1.[CH3:8][S:9][CH2:10][S:11](=[O:13])[CH3:12].BrCCCCBr>C(Cl)Cl>[CH3:8][S:9][C:10]1([S:11](=[O:13])[CH3:12])[CH2:7][CH2:6][CH2:5][CH2:4]1 |f:0.1|. Procedure: Potassium hydride (940 mg) was suspended in 15 ml. of tetrahydrofuran, and with ice cooling, 1.320g of formaldehyde dimethyl mercaptal S-oxide was added. With ice-cooling, the mixture was stirred for 40 minutes, and then 2.410 g of 1.4-dibromobutane was added. The mixture was stirred for 1 hour with ice cooling, and then for 19 hours at room temperature. Methylene chloride (70ml) was added, and the insoluble matter was separated by filtration. The filtrate was concentrated at reduced pressure, a... Starting materials: Cc1ccc(F)c(N=C=O)c1, Nc1ccc(-c2cncc3[nH]nc(N)c23)cc1, CN(C)C=O. Yields the product Cc1ccc(F)c(NC(=O)Nc2ccc(-c3cncc4[nH]nc(N)c34)cc2)c1. RXN SMILES: [F:18][c:19]1[c:20]([N:26]=[C:27]=[O:28])[cH:21][c:22]([CH3:25])[cH:23][cH:24]1.[NH2:1][c:2]1[cH:3][cH:4][c:5](-[c:8]2[c:9]3[c:10]([cH:11][n:12][cH:13]2)[nH:14][n:15][c:16]3[NH2:17])[cH:6][cH:7]1.[O:29]=[CH:30][N:31]([CH3:32])[CH3:33]>>[NH:1]([c:2]1[cH:3][cH:4][c:5](-[c:8]2[c:9]3[c:10]([cH:11][n:12][cH:13]2)[nH:14][n:15][c:16]3[NH2:17])[cH:6][cH:7]1)[C:27]([NH:26][c:20]1[c:19]([F:18])[cH:24][cH:23][c:22]([CH3:25])[cH:21]1)=[O:28]. Reactants: CC1(NC(=O)OCc2ccccc2)CCN(c2ccc(Cl)cn2)CC1, CC#N. The product is CC1(N)CCN(c2ccc(Cl)cn2)CC1. Reaction SMILES: [CH2:1]([O:2][C:3](=[O:4])[NH:10][C:11]1([CH3:24])[CH2:12][CH2:13][N:14]([c:17]2[n:18][cH:19][c:20]([Cl:23])[cH:21][cH:22]2)[CH2:15][CH2:16]1)[c:5]1[cH:6][cH:7][cH:8][cH:9][cH:25]1.[CH3:26][C:27]#[N:28]>>[NH2:10][C:11]1([CH3:24])[CH2:12][CH2:13][N:14]([c:17]2[n:18][cH:19][c:20]([Cl:23])[cH:21][cH:22]2)[CH2:15][CH2:16]1.